This data is from the Open Reaction Database (ORD), a public repository of structured organic reaction records. The task is: describe an organic reaction: reactants, conditions, products, and yield Reactants: Brc1ccc(Br)nc1, [C-]#N, CN(C)C=O, N#C[Na], O. Product: N#Cc1ccc(Br)cn1. As a reaction SMILES: [Br:1][c:2]1[n:3][cH:4][c:5]([Br:8])[cH:6][cH:7]1.[C-:9]#[N:10].[CH3:15][N:16]([CH3:17])[CH:18]=[O:19].[Na:11][C:12]#[N:13].[OH2:14]>>[c:2]1([C:12]#[N:13])[n:3][cH:4][c:5]([Br:8])[cH:6][cH:7]1. The reactants are [OH-].[Li+] (lithium hydroxide), COC1=CC=C(C=C1)C=1OC=2C(N1)=C(C=CC2)C(=O)OC (methyl 2-(4-methoxyphenyl)benzoxazole-4-carboxylate). The product is COC1=CC=C(C=C1)C=1OC=2C(N1)=C(C=CC2)C(=O)O (2-(4-Methoxyphenyl)benzoxazole-4-carboxylic acid). Isolated yield 92.0%. As a reaction SMILES: [OH-].[Li+].[CH3:3][O:4][C:5]1[CH:10]=[CH:9][C:8]([C:11]2[O:12][C:13]3[C:14](=[C:16]([C:20]([O:22]C)=[O:21])[CH:17]=[CH:18][CH:19]=3)[N:15]=2)=[CH:7][CH:6]=1>>[CH3:3][O:4][C:5]1[CH:10]=[CH:9][C:8]([C:11]2[O:12][C:13]3[C:14](=[C:16]([C:20]([OH:22])=[O:21])[CH:17]=[CH:18][CH:19]=3)[N:15]=2)=[CH:7][CH:6]=1 |f:0.1|. Procedure details: 2-(4-Methoxyphenyl)benzoxazole-4-carboxylic acid was prepared via the lithium hydroxide mediated hydrolysis of methyl 2-(4-methoxyphenyl)benzoxazole-4-carboxylate as described in Step B of Example 14. This material was obtained in 92% yield as a white solid: δ 11.90 (br s, 1H), 8.25 (m, 2H), 8.13 (dd, J=7.8, 0.9 Hz, 1H), 7.79 (dd, J=7.8, 0.9 Hz, 1H), 7.48 (t, J=7.9 Hz, 1H), 7.08 (m, 2H), 3.93 (s, 3H); MS (ESI) m/z 270 [M+H]+ The reactants are ClC=1C=C2C(=NC1)NC=C2C2=NC=C(C(=N2)N[C@@H]2CN(CC2)S(=O)(=O)C)F ((S)-2-(5-chloro-1H-pyrrolo[2,3-b]pyridin-3-yl)-5-fluoro-N-(1-(methylsulfonyl)pyrrolidin-3-yl)pyrimidin-4-amine), C(ON1C(CCC1=O)=O)(OCC1COCC1)=O (2,5-dioxopyrrolidin-1-yl (tetrahydrofuran-3-yl)methyl carbonate). The product is ClC=1C=C2C(=NC1)NC=C2C2=NC=C(C(=N2)NC2CN(CC2)C(=O)OC[C@@H]2COCC2)F ((3S)-(tetrahydrofuran-3-yl)methyl 3-(2-(5-chloro-1H-pyrrolo[2,3-b]pyridin-3-yl)-5-fluoropyrimidin-4-ylamino)pyrrolidine-1-carboxylate). Isolated yield 10.0%. As a reaction SMILES: [Cl:1][C:2]1[CH:3]=[C:4]2[C:10]([C:11]3[N:16]=[C:15]([NH:17][C@H:18]4[CH2:22][CH2:21][N:20](S(C)(=O)=O)[CH2:19]4)[C:14]([F:27])=[CH:13][N:12]=3)=[CH:9][NH:8][C:5]2=[N:6][CH:7]=1.[C:28](=O)([O:37][CH2:38][CH:39]1[CH2:43][CH2:42][O:41][CH2:40]1)[O:29]N1C(=O)CCC1=O>>[Cl:1][C:2]1[CH:3]=[C:4]2[C:10]([C:11]3[N:16]=[C:15]([NH:17][CH:18]4[CH2:22][CH2:21][N:20]([C:28]([O:37][CH2:38][C@H:39]5[CH2:43][CH2:42][O:41][CH2:40]5)=[O:29])[CH2:19]4)[C:14]([F:27])=[CH:13][N:12]=3)=[CH:9][NH:8][C:5]2=[N:6][CH:7]=1. Procedure details: According to the procedure for compound 398 using 2,5-dioxopyrrolidin-1-yl (tetrahydrofuran-3-yl)methyl carbonate (0.023 g, 0.096 mmol) afforded 5.7 mg (10% yield) of 484, as a trifluoroacetic acid salt after preparatory HPLC purification. Starting materials: [Al+3], CCOC(C)=O, CCOC(=O)c1c(C)nc2c3cccc(Cl)c3ccn12, [H-], [H-], [H-], [H-], [Li+], C1CCOC1. Product: Cc1nc2c3cccc(Cl)c3ccn2c1CO. Reaction SMILES: [Al+3:2].[CH3:27][CH2:28][O:29][C:30](=[O:31])[CH3:32].[Cl:7][c:8]1[c:9]2[cH:10][cH:11][n:12]3[c:13]([c:14]2[cH:15][cH:16][cH:17]1)[n:18][c:19]([CH3:26])[c:20]3[C:21](=[O:22])[O:23][CH2:24][CH3:25].[H-:1].[H-:4].[H-:5].[H-:6].[Li+:3].[O:33]1[CH2:34][CH2:35][CH2:36][CH2:37]1>>[Cl:7][c:8]1[c:9]2[cH:10][cH:11][n:12]3[c:13]([c:14]2[cH:15][cH:16][cH:17]1)[n:18][c:19]([CH3:26])[c:20]3[CH2:21][OH:22]. The reactants are C(=O)(C(F)(F)F)OC(=O)C(F)(F)F (TFAA), C(C)(C)(C)OC(CC(=O)C1=CC(=NC=C1)N1C=NC=C1)=O (3-(2-imidazol-1-yl-pyridin-4-yl)-3-oxo-propionic acid tert.-butyl ester). The solvent is C(=O)(C(F)(F)F)O.CC(=O)C (TFA acetone). The product is N1(C=NC=C1)C1=NC=CC(=C1)C1=CC(OC(O1)(C)C)=O (6-(2-Imidazol-1-yl-pyridin-4-yl)-2,2-dimethyl-[1,3]dioxin-4-one). As a reaction SMILES: [C:1]([O:5][C:6](=[O:21])[CH2:7][C:8]([C:10]1[CH:15]=[CH:14][N:13]=[C:12]([N:16]2[CH:20]=[CH:19][N:18]=[CH:17]2)[CH:11]=1)=[O:9])(C)([CH3:3])[CH3:2].C(OC(C(F)(F)F)=O)(C(F)(F)F)=O>C(O)(C(F)(F)F)=O.CC(C)=O>[N:16]1([C:12]2[CH:11]=[C:10]([C:8]3[O:9][C:1]([CH3:3])([CH3:2])[O:5][C:6](=[O:21])[CH:7]=3)[CH:15]=[CH:14][N:13]=2)[CH:20]=[CH:19][N:18]=[CH:17]1 |f:2.3|. Procedure: Prepared from 3-(2-imidazol-1-yl-pyridin-4-yl)-3-oxo-propionic acid tert.-butyl ester (Example H5) by stirring in TFA/acetone with TFAA according to general procedure J (method b). Obtained as a brown solid (10.8 g). Starting materials: FC1=C(C=CC(=C1)F)C=1N=C(SC1C=1C=CC=2N(N1)C(=NN2)C(C)C)C2CCNCC2 (4-(2,4-difluorophenyl)-5-(3-isopropyl-[1,2,4]triazolo[4,3-b]pyridazin-6-yl)-2-(piperidin-4-yl)thiazole), TEA, CS(=O)(=O)Cl (Methanesulfonyl chloride). Run in C(Cl)Cl (DCM). Run at temperature 2 celsius, time 1 hour. Product: FC1=C(C=CC(=C1)F)C=1N=C(SC1C=1C=CC=2N(N1)C(=NN2)C(C)C)C2CCN(CC2)S(=O)(=O)C (4-(2,4-Difluorophenyl)-5-(3-isopropyl-[1,2,4]triazolo[4,3-b]pyridazin-6-yl)-2-(1-(methylsulfonyl)piperidin-4-yl)thiazole). Yield: 47.4%. Reaction SMILES: [F:1][C:2]1[CH:7]=[C:6]([F:8])[CH:5]=[CH:4][C:3]=1[C:9]1[N:10]=[C:11]([CH:26]2[CH2:31][CH2:30][NH:29][CH2:28][CH2:27]2)[S:12][C:13]=1[C:14]1[CH:15]=[CH:16][C:17]2[N:18]([C:20]([CH:23]([CH3:25])[CH3:24])=[N:21][N:22]=2)[N:19]=1.[CH3:32][S:33](Cl)(=[O:35])=[O:34]>C(Cl)Cl>[F:1][C:2]1[CH:7]=[C:6]([F:8])[CH:5]=[CH:4][C:3]=1[C:9]1[N:10]=[C:11]([CH:26]2[CH2:31][CH2:30][N:29]([S:33]([CH3:32])(=[O:35])=[O:34])[CH2:28][CH2:27]2)[S:12][C:13]=1[C:14]1[CH:15]=[CH:16][C:17]2[N:18]([C:20]([CH:23]([CH3:25])[CH3:24])=[N:21][N:22]=2)[N:19]=1. Procedure: A mixture of 4-(2,4-difluorophenyl)-5-(3-isopropyl-[1,2,4]triazolo[4,3-b]pyridazin-6-yl)-2-(piperidin-4-yl)thiazole (0.25 g, 0.57 mmol, Example #Q.1.1), TEA (0.32 mL, 2.3 mmol) and DCM (5 mL) was cooled to about 0-4° C. Methanesulfonyl chloride (0.044 mL, 0.57 mmol) was added. The reaction mixture was stirred at about 04° C. for about 1 h. The reaction was quenched with saturated aqueous Na2CO3 solution. The aqueous layer was extracted with DCM (200 mL). The organic layer was dried over Na2SO4, ...